describe an organic reaction: reactants, conditions, products, and yield From a dataset of the Open Reaction Database (ORD), a public repository of structured organic reaction records. Reactants: OCCCOCC=C1C2=C(CCC3=C1C=CC=C3)C=CC=C2 (5-(2-(3-hydroxypropyloxy)ethylidene)-10,11-dihydro-5H-dibenzo[a,d]cycloheptene), C(CCC)[Li] (n-butyllithium), N1C[C@@H](CCC1)C(=O)OCC (ethyl (R)-3-piperidinecarboxylate), C([O-])([O-])=O.[K+].[K+] (potassium carbonate), C1(=CC=C(C=C1)S(=O)(=O)Cl)C (p-Toluenesulfonyl chloride). Run in hexanes, C1CCOC1 (THF). Conditions: time 15 minute. Yields the product C(C)OC(=O)[C@H]1CN(CCC1)CCCOCC=C1C2=C(CCC3=C1C=CC=C3)C=CC=C2 ((R)-N-(3-(2-(10,11-dihydro-5H-dibenzo[a,d]cyclohepten-5-ylidene)ethoxy)-1-propyl)-3-piperidinecarboxylic acid ethyl ester). Isolated yield 48.4%. RXN SMILES: O[CH2:2][CH2:3][CH2:4][O:5][CH2:6][CH:7]=[C:8]1[C:14]2[CH:15]=[CH:16][CH:17]=[CH:18][C:13]=2[CH2:12][CH2:11][C:10]2[CH:19]=[CH:20][CH:21]=[CH:22][C:9]1=2.C([Li])CCC.C1(C)C=CC(S(Cl)(=O)=O)=CC=1.[NH:39]1[CH2:44][CH2:43][CH2:42][C@@H:41]([C:45]([O:47][CH2:48][CH3:49])=[O:46])[CH2:40]1.C(=O)([O-])[O-].[K+].[K+]>C1COCC1>[CH2:48]([O:47][C:45]([C@@H:41]1[CH2:42][CH2:43][CH2:44][N:39]([CH2:2][CH2:3][CH2:4][O:5][CH2:6][CH:7]=[C:8]2[C:14]3[CH:15]=[CH:16][CH:17]=[CH:18][C:13]=3[CH2:12][CH2:11][C:10]3[CH:19]=[CH:20][CH:21]=[CH:22][C:9]2=3)[CH2:40]1)=[O:46])[CH3:49] |f:4.5.6|. Procedure details: A solution of the above alcohol (4.2 g, 14.3 mmol) in dry THF (30 ml) was placed under an atmosphere of nitrogen and placed on an ice-bath. A solution of n-butyllithium in hexanes (5.7 ml, 2.5 M) was added dropwise within 15 minutes and the mixture was stirred for another 15 minutes. p-Toluenesulfonyl chloride (2.7 g, 14.0 mmol) was added in one portion and the mixture was stirred at room temperature for 30 minutes. The solvent was evaporated in vacuo keeping a low bath temperature. The oily res... The reactants are CC(C)(C)OC(=O)Nc1cc(Cl)c(F)cc1[N+](=O)[O-], C1CCNC1, CS(C)=O. Product: CC(C)(C)OC(=O)Nc1cc(N2CCCC2)c(F)cc1[N+](=O)[O-]. Reaction SMILES: [C:1]([CH3:2])([CH3:3])([CH3:4])[O:5][C:6]([NH:7][c:8]1[c:9]([N+:16](=[O:17])[O-:18])[cH:10][c:11]([F:15])[c:12]([Cl:14])[cH:13]1)=[O:19].[CH2:20]1[CH2:21][CH2:22][NH:23][CH2:24]1.[CH3:25][S:26]([CH3:27])=[O:28]>>[C:1]([CH3:2])([CH3:3])([CH3:4])[O:5][C:6]([NH:7][c:8]1[c:9]([N+:16](=[O:17])[O-:18])[cH:10][c:11]([F:15])[c:12]([N:23]2[CH2:22][CH2:21][CH2:20][CH2:24]2)[cH:13]1)=[O:19]. The reactants are B(F)(F)F (BF3), CC1=NOC(=C1C=1N(C2=CC=CC=C2C1C1=CC=C(C=C1)OC)S(=O)(=O)N(C)C)C (2-(3,5-dimethylisoxazol-4-yl)-3-(4-methoxyphenyl)-N,N-dimethyl-1H-indole-1-sulfonamide), S(C)C (SMe2). Reagents/catalysts: CO (MeOH). Solvent: C(Cl)Cl (DCM). Reaction conditions: temperature 0 celsius, time 16 hour. Product: CC1=NOC(=C1C=1N(C2=CC=CC=C2C1C1=CC=C(C=C1)O)S(=O)(=O)N(C)C)C (2-(3,5-dimethylisoxazol-4-yl)-3-(4-hydroxyphenyl)-N,N-dimethyl-1H-indole-1-sulfonamide). Yield: 27.2%. As a reaction SMILES: [CH3:1][C:2]1[C:6]([C:7]2[N:8]([S:24]([N:27]([CH3:29])[CH3:28])(=[O:26])=[O:25])[C:9]3[C:14]([C:15]=2[C:16]2[CH:21]=[CH:20][C:19]([O:22]C)=[CH:18][CH:17]=2)=[CH:13][CH:12]=[CH:11][CH:10]=3)=[C:5]([CH3:30])[O:4][N:3]=1.B(F)(F)F.S(C)C>C(Cl)Cl.CO>[CH3:1][C:2]1[C:6]([C:7]2[N:8]([S:24]([N:27]([CH3:28])[CH3:29])(=[O:26])=[O:25])[C:9]3[C:14]([C:15]=2[C:16]2[CH:17]=[CH:18][C:19]([OH:22])=[CH:20][CH:21]=2)=[CH:13][CH:12]=[CH:11][CH:10]=3)=[C:5]([CH3:30])[O:4][N:3]=1. Procedure details: 2-(3,5-dimethylisoxazol-4-yl)-3-(4-methoxyphenyl)-N,N-dimethyl-1H-indole-1-sulfonamide (23 mg, 0.05 mmol) was dissolved in DCM and the mixture was cooled at 0° C. BF3.SMe2 (0.7 ml) was added drop wise and the reaction mixture was stirred in the fridge for 16 h. A few drops MeOH were added to the cool mixture. The mixture was then extracted with H2O/DCM using an isolute phase separator. Concentration gave a crude product which was purified using HPLC (40-70% AcN, 25 min gradient). 5.6 mg 2-(3,5-d... Reactants: COC(=O)C=1NS(C2=C(C1O)C=CC1=CC=CC=C12)(=O)=O (4-hydroxy-2H-naphtho[2,1-e]-1,2-thiazine-3-carboxylic acid methyl ester-1,1-dioxide), NC=1SC=CN1 (2-amino-thiazole). Solvent: C=1(C(=CC=CC1)C)C (xylene). The product is OC1=C(NS(C2=C1C=CC1=CC=CC=C12)(=O)=O)C(=O)NC=1SC=CN1 (4-Hydroxy-N-(2-thiazolyl)-2H-naphtho-[2,1-e]-1,2-thiazine-3-carboxamide-1,1-dioxide). As a reaction SMILES: C[O:2][C:3]([C:5]1[NH:6][S:7](=[O:21])(=[O:20])[C:8]2[C:19]3[C:14](=[CH:15][CH:16]=[CH:17][CH:18]=3)[CH:13]=[CH:12][C:9]=2[C:10]=1[OH:11])=O.[NH2:22][C:23]1[S:24][CH:25]=[CH:26][N:27]=1>C1(C)C(C)=CC=CC=1>[OH:11][C:10]1[C:9]2[CH:12]=[CH:13][C:14]3[C:19]([C:8]=2[S:7](=[O:20])(=[O:21])[NH:6][C:5]=1[C:3]([NH:22][C:23]1[S:24][CH:25]=[CH:26][N:27]=1)=[O:2])=[CH:18][CH:17]=[CH:16][CH:15]=3. Procedure: 3.2 gm (0.01 mol) of 4-hydroxy-2H-naphtho[2,1-e]-1,2-thiazine-3-carboxylic acid methyl ester-1,1-dioxide and 1.5 gm (0.015 mol) of 2-amino-thiazole were heated for 16 hours in 200 ml of dry xylene analogous to Example 35. After cooling, the precipitate which had formed was suction-filtered off, and the mother liquor was evaporated in vacuo, whereby another crop of crude 4-hydroxy-N-(2-thiazolyl)-2H-naphtho[2,1-e]-1,2-thiazine-3-carboxamide-1,1-dioxide was obtained. The two crops of crude product... Reactants: C(CC)N(C1CC2=C(C=CC=C2CC1)C(C)=O)CCC (2-di-n-propylamino-8-acetyl-1,2,3,4-tetrahydronaphthalene), CN(C)C(N(C)C)N(C)C (tris(dimethylamino)methane), CN(C)C(N(C)C)N(C)C (tris(dimethylamino)methane). The solvent is C1(=CC=CC=C1)C (toluene). Run at time 2 hour. Yields the product C(CC)N(C1CC2=C(C=CC=C2CC1)C(C=CN(C)C)=O)CCC (2-di-n-propylamino-8-(1-oxo-3-(dimethylamino)-prop-2-enyl)-1,2,3,4-tetrahydronaphthalene). The yield is 107.9%. Reaction SMILES: [CH2:1]([N:4]([CH2:18][CH2:19][CH3:20])[CH:5]1[CH2:14][CH2:13][C:12]2[C:7](=[C:8]([C:15](=[O:17])[CH3:16])[CH:9]=[CH:10][CH:11]=2)[CH2:6]1)[CH2:2][CH3:3].[CH3:21][N:22]([CH:24](N(C)C)N(C)C)[CH3:23]>C1(C)C=CC=CC=1>[CH2:18]([N:4]([CH2:1][CH2:2][CH3:3])[CH:5]1[CH2:14][CH2:13][C:12]2[C:7](=[C:8]([C:15](=[O:17])[CH:16]=[CH:21][N:22]([CH3:24])[CH3:23])[CH:9]=[CH:10][CH:11]=2)[CH2:6]1)[CH2:19][CH3:20]. Reported procedure: A solution of 2-di-n-propylamino-8-acetyl-1,2,3,4-tetrahydronaphthalene (0.3 g, 1.1 mmol), prepared as in Example 5, and tris(dimethylamino)methane (0.32 g, 2.2 mmol) in toluene was heated to reflux for 5 hours and at 60° for 18 hours. An additional aliquot of tris(dimethylamino)methane (0.16 g, 1.1. mmol) was added and the reaction stirred at 60° for an additional 2 hours. The reaction was concentrated to give 2-di-n-propylamino-8-(1-oxo-3-(dimethylamino)-prop-2-enyl)-1,2,3,4-tetrahydronaphthal... Starting materials: FC=1C=C2C(=C(NC2=CC1)C)C=O (5-fluoro-2-methyl-1H-indole-3-carbaldehyde), CN(C)C=O (DMF), COC(N(C)C)OC (N,N-dimethylformamide dimethyl acetal). Conditions: temperature 80 celsius. The product is CN(/C=C/C=1N(C2=CC=C(C=C2C1C=O)F)C)C (2-((E)-2-(dimethylamino)vinyl)-5-fluoro-1-methyl-1H-indole-3-carbaldehyde). Yield: 62.0%. As a reaction SMILES: [F:1][C:2]1[CH:3]=[C:4]2[C:8](=[CH:9][CH:10]=1)[NH:7][C:6]([CH3:11])=[C:5]2[CH:12]=[O:13].CO[CH:16](OC)[N:17]([CH3:19])[CH3:18].[CH3:22]N(C=O)C>>[CH3:16][N:17]([CH3:19])/[CH:18]=[CH:11]/[C:6]1[N:7]([CH3:22])[C:8]2[C:4]([C:5]=1[CH:12]=[O:13])=[CH:3][C:2]([F:1])=[CH:10][CH:9]=2. Procedure details: 5-fluoro-2-methyl-1H-indole-3-carbaldehyde (50 mg, 0.28 mmol) was dissolved in 3 mL dry DMF, followed by the addition of N,N-dimethylformamide dimethyl acetal (124 mg, 138 μL, 1.04 mmol). The reaction mixture was heated to 80° C. for 4 h and turned from light yellow to dark red over the course of the reaction. The crude reaction was concentrated in vacuo, dissolved in 0.5 mL DMSO/MeOH, and purified by reverse phase HPLC (5-95% water/acetonitrile gradient over 60 minutes) to obtain 2-((E)-2-(dime... The reactants are P(OC1=CC=CC=C1)(OC1=CC=CC=C1)OC1=CC=CC=C1 (triphenyl phosphite), C(Cl)Cl (methylene chloride), C(C1=CC=CC=C1)(C1=CC=CC=C1)OC(=O)C=1N2C(C(C2SCC1CC=O)NC(=O)OC(C)(C)C)=O (2-benzhydryloxycarbonyl-7-t-butoxycarbonylamino-8-oxo-3-(2-oxoethyl)-5-thia-1-azabicyclo[4.2.0]oct-2-ene), product, N1=CC=CC=C1 (pyridine), C(Cl)Cl (methylene chloride), ClCl (chlorine), C(Cl)Cl (methylene chloride). Product: ClCl (chlorine), P(OC1=CC=CC=C1)(OC1=CC=CC=C1)OC1=CC=CC=C1 (triphenyl phosphite), C(C1=CC=CC=C1)(C1=CC=CC=C1)OC(=O)C=1N2C(C(C2SCC1CC(Cl)Cl)NC(=O)OC(C)(C)C)=O (2-benzhydryloxycarbonyl-7-t-butoxycarbonylamino-3-(2,2-dichloroethyl)-8-oxo-5-thia-1-azabicyclo[4.2.0]oct-2-ene). As a reaction SMILES: [P:1]([O:16][C:17]1[CH:22]=[CH:21][CH:20]=[CH:19][CH:18]=1)([O:9][C:10]1[CH:15]=[CH:14][CH:13]=[CH:12][CH:11]=1)[O:2][C:3]1[CH:8]=[CH:7][CH:6]=[CH:5][CH:4]=1.[Cl:23][Cl:24].[CH:25]([O:38][C:39]([C:41]1[N:42]2[CH:45]([S:46][CH2:47][C:48]=1[CH2:49]C=O)[CH:44]([NH:52][C:53]([O:55][C:56]([CH3:59])([CH3:58])[CH3:57])=[O:54])[C:43]2=[O:60])=[O:40])([C:32]1[CH:37]=[CH:36][CH:35]=[CH:34][CH:33]=1)[C:26]1[CH:31]=[CH:30][CH:29]=[CH:28][CH:27]=1.N1C=CC=CC=1.[CH2:67]([Cl:69])[Cl:68]>>[Cl:23][Cl:24].[P:1]([O:9][C:10]1[CH:15]=[CH:14][CH:13]=[CH:12][CH:11]=1)([O:16][C:17]1[CH:22]=[CH:21][CH:20]=[CH:19][CH:18]=1)[O:2][C:3]1[CH:4]=[CH:5][CH:6]=[CH:7][CH:8]=1.[CH:25]([O:38][C:39]([C:41]1[N:42]2[CH:45]([S:46][CH2:47][C:48]=1[CH2:49][CH:67]([Cl:69])[Cl:68])[CH:44]([NH:52][C:53]([O:55][C:56]([CH3:59])([CH3:58])[CH3:57])=[O:54])[C:43]2=[O:60])=[O:40])([C:26]1[CH:27]=[CH:28][CH:29]=[CH:30][CH:31]=1)[C:32]1[CH:37]=[CH:36][CH:35]=[CH:34][CH:33]=1. Procedure: A solution of the addition compound of chlorine and triphenyl phosphite is prepared by adding a solution of triphenyl phosphite (1.55 g) in methylene chloride (5 cc), in the course of 15 minutes, to a 10% strength (weight/volume) solution of chlorine in methylene chloride (4 cc), cooled to -5° C. This solution is added in the course of 90 minutes, at -10° C., to a solution of 2-benzhydryloxycarbonyl-7-t-butoxycarbonylamino-8-oxo-3-(2-oxoethyl)-5-thia-1-azabicyclo[4.2.0]oct-2-ene (product 11 g) (... Reactants: CCc1cnc(N2CCN(C(=O)c3ccc(I)cc3)CC2)c(C)c1, O=C1NC(COC(=O)c2ccccc2)CO1. Yields the product CCc1cnc(N2CCN(C(=O)c3ccc(N4C(=O)OCC4COC(=O)c4ccccc4)cc3)CC2)c(C)c1. RXN SMILES: [CH2:1]([CH3:2])[c:3]1[cH:4][c:5]([CH3:24])[c:6]([N:9]2[CH2:10][CH2:11][N:12]([C:15](=[O:16])[c:17]3[cH:18][cH:19][c:20]([I:23])[cH:21][cH:22]3)[CH2:13][CH2:14]2)[n:7][cH:8]1.[O:25]=[C:26]1[O:27][CH2:28][CH:29]([CH2:31][O:32][C:33]([c:34]2[cH:35][cH:36][cH:37][cH:38][cH:39]2)=[O:40])[NH:30]1>>[CH2:1]([CH3:2])[c:3]1[cH:4][c:5]([CH3:24])[c:6]([N:9]2[CH2:10][CH2:11][N:12]([C:15](=[O:16])[c:17]3[cH:18][cH:19][c:20]([N:30]4[C:26](=[O:25])[O:27][CH2:28][CH:29]4[CH2:31][O:32][C:33]([c:34]4[cH:35][cH:36][cH:37][cH:38][cH:39]4)=[O:40])[cH:21][cH:22]3)[CH2:13][CH2:14]2)[n:7][cH:8]1. Reactants: C(C)(=O)[O-].[Na+] (sodium acetate), C(C)(=O)C1=C(C(=C(C=C1)COC1=CC=C(C=O)C=C1)CCC)OC (4-[(4-acetyl-3-methoxy-2-propylphenyl)methoxy]benzaldehyde), S1C(=S)NC(=O)C1 (rhodanine). The solvent is C(C)(=O)O (acetic acid). Yields the product C(C)(=O)C1=C(C(=C(C=C1)COC1=CC=C(C=C1)C=C1C(NC(S1)=S)=O)CCC)OC (5-[[4-[(4-acetyl-3-methoxy-2-propylphenyl)methoxy]phenyl]methylene]-2-thioxo-4-thiazolidinone). RXN SMILES: [C:1]([C:4]1[CH:9]=[CH:8][C:7]([CH2:10][O:11][C:12]2[CH:19]=[CH:18][C:15]([CH:16]=O)=[CH:14][CH:13]=2)=[C:6]([CH2:20][CH2:21][CH3:22])[C:5]=1[O:23][CH3:24])(=[O:3])[CH3:2].C([O-])(=O)C.[Na+].[S:30]1[CH2:36][C:34](=[O:35])[NH:33][C:31]1=[S:32]>C(O)(=O)C>[C:1]([C:4]1[CH:9]=[CH:8][C:7]([CH2:10][O:11][C:12]2[CH:19]=[CH:18][C:15]([CH:16]=[C:36]3[S:30][C:31](=[S:32])[NH:33][C:34]3=[O:35])=[CH:14][CH:13]=2)=[C:6]([CH2:20][CH2:21][CH3:22])[C:5]=1[O:23][CH3:24])(=[O:3])[CH3:2] |f:1.2|. Procedure: Under nitrogen atmosphere in a round bottom flask 4-[(4-acetyl-3-methoxy-2-propylphenyl)methoxy]benzaldehyde (0.33 g, 1.01 mmol) was dissolved in 5 ml of acetic acid with stirring. To this solution was added sodium acetate (0.29 g, 3.53 mmol) followed by the addition of rhodanine (0.13 g, 0.98 mmol). The reaction mixture was heated to reflux. The progress of the reaction was monitored by thin layer chromatography. The reaction was allowed to reflux overnight.